Dataset: the Open Reaction Database (ORD), a public repository of structured organic reaction records. Task: describe an organic reaction: reactants, conditions, products, and yield Reactants: Cc1cc2c(c(C(C)(C)C)c1)OC(=O)C2O, Cn1c2ccccc2c2ccccc21, CCCCCCCC. The product is Cc1cc2c(c(C(C)(C)C)c1)OC(=O)C2c1ccc2c(c1)c1ccccc1n2C. Reaction SMILES: [C:1]([CH3:2])([CH3:3])([CH3:4])[c:5]1[cH:6][c:7]([CH3:16])[cH:8][c:9]2[c:13]1[O:12][C:11](=[O:14])[CH:10]2[OH:15].[CH3:17][n:18]1[c:19]2[cH:20][cH:21][cH:22][cH:23][c:24]2[c:25]2[cH:26][cH:27][cH:28][cH:29][c:30]12.[CH3:31][CH2:32][CH2:33][CH2:34][CH2:35][CH2:36][CH2:37][CH3:38]>>[C:1]([CH3:2])([CH3:3])([CH3:4])[c:5]1[cH:6][c:7]([CH3:16])[cH:8][c:9]2[c:13]1[O:12][C:11](=[O:14])[CH:10]2[c:22]1[cH:21][cH:20][c:19]2[n:18]([CH3:17])[c:30]3[c:25]([c:24]2[cH:23]1)[cH:26][cH:27][cH:28][cH:29]3.